From a dataset of the Open Reaction Database (ORD), a public repository of structured organic reaction records. describe an organic reaction: reactants, conditions, products, and yield Reactants: ClC=1C(=NC=CN1)C(C=1C(=C(C(=C(C1)CO)N1C[C@H](O[C@H](C1)C)C)F)F)=NO ({5-[(3-chloropyrazin-2-yl)(hydroxyimino)methyl]-2-[(2R,6S)-2,6-dimethylmorpholin-4-yl]-3,4-difluorophenyl}methanol), ClC=1C(=NC=CN1)C(C=1C(=C(C(=C(C1)CO)N1C[C@H](O[C@H](C1)C)C)F)F)=NO ({5-[(3-chloropyrazin-2-yl)(hydroxyimino)methyl]-2-[(2R,6S)-2,6-dimethylmorpholin-4-yl]-3,4-difluorophenyl}methanol), C(=O)([O-])[O-].[K+].[K+] (K2CO3). The solvent is CCOC(=O)C (EtOAc), CC#N (MeCN). The product is ClC=1C(=NC=CN1)C1=NOC2=C1C=C(C(=C2F)N2C[C@H](O[C@H](C2)C)C)CO ((3-(3-chloropyrazin-2-yl)-6-((2R,6S)-2,6-dimethylmorpholino)-7-fluorobenzo[d]isoxazol-5-yl)methanol). The yield is 88.1%. As a reaction SMILES: [Cl:1][C:2]1[C:3]([C:8](=[N:27][OH:28])[C:9]2[C:10](F)=[C:11]([F:25])[C:12]([N:17]3[CH2:22][C@H:21]([CH3:23])[O:20][C@H:19]([CH3:24])[CH2:18]3)=[C:13]([CH2:15][OH:16])[CH:14]=2)=[N:4][CH:5]=[CH:6][N:7]=1.C([O-])([O-])=O.[K+].[K+]>CC#N.CCOC(C)=O>[Cl:1][C:2]1[C:3]([C:8]2[C:9]3[CH:14]=[C:13]([CH2:15][OH:16])[C:12]([N:17]4[CH2:22][C@H:21]([CH3:23])[O:20][C@H:19]([CH3:24])[CH2:18]4)=[C:11]([F:25])[C:10]=3[O:28][N:27]=2)=[N:4][CH:5]=[CH:6][N:7]=1 |f:1.2.3|. Procedure details: {5-[(3-chloropyrazin-2-yl)(hydroxyimino)methyl]-2-[(2R,6S)-2,6-dimethylmorpholin-4-yl]-3,4-difluorophenyl}methanol (Intermediate 198, 106 mg, 0.26 mmol) in MeCN (4 mL) was treated with K2CO3 (53.2 mg, 0.39 mmol) at 120° C. for 1 hr. The mixture was diluted with EtOAc and washed with water and brine. The EtOAc solution was dried over anhydrous sodium sulfate, filtered and concentrated to afford 90 mg of product. Reactants: [H-].[Al+3].[Li+].[H-].[H-].[H-] (Lithium aluminium hydride), OC[C@H]([C@@H](CSC)O)NC(OC(C)(C)C)=O (tert-butyl(2R,3S)-1,3-dihydroxy-4-(methylthio)butan-2-ylcarbamate). Run in O1CCCC1 (tetrahydrofuran). Reaction conditions: time 8 hour. Product: CN[C@H](CO)[C@@H](CSC)O ((2R,3S)-2-(methylamino)-4-(methylthio)butane-1,3-diol). Yield: 55.9%. As a reaction SMILES: [H-].[Al+3].[Li+].[H-].[H-].[H-].[OH:7][CH2:8][C@@H:9]([NH:15][C:16](=O)OC(C)(C)C)[C@H:10]([OH:14])[CH2:11][S:12][CH3:13]>O1CCCC1>[CH3:16][NH:15][C@@H:9]([C@H:10]([OH:14])[CH2:11][S:12][CH3:13])[CH2:8][OH:7] |f:0.1.2.3.4.5|. Procedure details: Lithium aluminium hydride (3 ml, 2M in THF, 6.0 mmol) was added dropwise to a solution of tert-butyl(2R,3S)-1,3-dihydroxy-4-(methylthio)butan-2-ylcarbamate (316 mg, 1.3 mmol) in tetrahydrofuran (5 ml) and the resulting suspension heated to reflux and left overnight. The reaction was cooled to ambient, quenched with water (0.25 ml), 15% aq NaOH (0.25 ml), and water (0.75 ml) and the resulting white suspension left to stir for 30 minutes. The suspension was then filtered through Celite®, washed wi... As a reaction SMILES: [CH3:1][O:2][C:3]([C:5]1([CH3:18])[CH2:10][CH2:9][N:8]([C:11]([O:13][C:14]([CH3:17])([CH3:16])[CH3:15])=[O:12])[CH2:7][CH2:6]1)=[O:4].[CH3:19]OC(C1CCN(C(OC(C)(C)C)=O)CC1)=O>>[CH3:1][O:2][C:3]([C:5]1([CH2:18][CH3:19])[CH2:6][CH2:7][N:8]([C:11]([O:13][C:14]([CH3:17])([CH3:16])[CH3:15])=[O:12])[CH2:9][CH2:10]1)=[O:4]. Product: COC(=O)C1(CCN(CC1)C(=O)OC(C)(C)C)CC (4-ethylpiperidine-1,4-dicarboxylic acid 1-tert-butyl ester 4-methyl ester). Starting materials: COC(=O)C1CCN(CC1)C(=O)OC(C)(C)C (piperidine-1,4-dicarboxylic acid 1-tert-butyl ester 4-methyl ester), COC(=O)C1(CCN(CC1)C(=O)OC(C)(C)C)C (4-methylpiperidine-1,4-dicarboxylic acid 1-tert-butyl ester 4-methyl ester). Procedure details: Using the method of 4-methylpiperidine-1,4-dicarboxylic acid 1-tert-butyl ester 4-methyl ester, the title compound is synthesized from piperidine-1,4-dicarboxylic acid 1-tert-butyl ester 4-methyl ester and isolated as a tan oil. Reactants: CC1([C@@H]([C@@H]1\C=C/C(=O)O)C(=O)O[C@@H](C1=CC(=CC=C1)OC1=CC=CC=C1)C#N)C ((S)α-cyano-3-phenoxy-benzyl (IR,cis) 2,2-dimethyl-3-[(Z) 3-hydroxy-3-oxo-1-propenyl]-cyclopropane-carboxylate), FCCO (2-fluoroethanol), C(#N)[C@H](C1=CC(=CC=C1)OC1=CC=CC=C1)O ((S)α-cyano-3-phenoxy-benzyl alcohol). Solvent: C1=CC=CC=C1 (benzene). The product is CC1([C@@H]([C@@H]1\C=C/C(OCCF)=O)C(=O)O[C@@H](C1=CC(=CC=C1)OC1=CC=CC=C1)C#N)C ((S)α-cyano-3-phenoxy-benzyl (IR,cis) 2,2-dimethyl -3-[(Z) 3-oxo-3-(2fluoroethoxy)-1-propenyl]-cyclopropane-carboxylate). RXN SMILES: [CH3:1][C:2]1([CH3:29])[C@@H:4](/[CH:5]=[CH:6]\[C:7]([OH:9])=[O:8])[C@H:3]1[C:10]([O:12][C@H:13]([C:27]#[N:28])[C:14]1[CH:19]=[CH:18][CH:17]=[C:16]([O:20][C:21]2[CH:26]=[CH:25][CH:24]=[CH:23][CH:22]=2)[CH:15]=1)=[O:11].[F:30][CH2:31][CH2:32]O.C([C@@H](O)C1C=CC=C(OC2C=CC=CC=2)C=1)#N>C1C=CC=CC=1>[CH3:1][C:2]1([CH3:29])[C@@H:4](/[CH:5]=[CH:6]\[C:7](=[O:9])[O:8][CH2:32][CH2:31][F:30])[C@H:3]1[C:10]([O:12][C@H:13]([C:27]#[N:28])[C:14]1[CH:19]=[CH:18][CH:17]=[C:16]([O:20][C:21]2[CH:26]=[CH:25][CH:24]=[CH:23][CH:22]=2)[CH:15]=1)=[O:11]. Reported procedure: Using the procedure of Step F of Example 9, the ester of Step A of Example 31 after reaction with 2-fluoroethanol and (S)α-cyano-3-phenoxy-benzyl alcohol was reacted to obtain (S)α-cyano-3-phenoxy-benzyl (IR,cis) 2,2-dimethyl -3-[(Z) 3-oxo-3-(2fluoroethoxy)-1-propenyl]-cyclopropane-carboxylate with a specific rotation of [α]D20 =+48° (c=0.25% in benzene). As a reaction SMILES: C1(=O)OC(=O)C=C1.O.[C:9]([OH:21])(=[O:20])[CH2:10][C:11]([CH2:16][C:17]([OH:19])=[O:18])([C:13]([OH:15])=[O:14])[OH:12].[OH-].[NH4+]>O>[C:9]([OH:21])(=[O:20])[CH2:10][C:11]([CH2:16][C:17]([OH:19])=[O:18])([C:13]([OH:15])=[O:14])[OH:12] |f:1.2,3.4|. The product is polyaspartic acid, C(CC(O)(C(=O)O)CC(=O)O)(=O)O (citric acid). Procedure details: A slurry of 19.6 g (0.2 mole) maleic anhydride was dissolved in 40 ml water at 80°-95° C. and 4.2 g (0.02 moles) of citric acid monohydrate (Formula weight 210) was added and the mixture was stirred until all solids were in solution, after which the mixture was allowed to cool to 25° C. To this solution at 25° C. was added 60 g of 30% aqueous solution of ammonium hydroxide (0.44 mol NH3). This solution was evaporated to dryness over a period of 8 minutes. The solid was then heated at 235°-245° C... Starting materials: C1(\C=C/C(=O)O1)=O (maleic anhydride), aqueous solution, [OH-].[NH4+] (ammonium hydroxide), O.C(CC(O)(C(=O)O)CC(=O)O)(=O)O (citric acid monohydrate). Run at temperature 25 celsius. The solvent is O (water).